From a dataset of the Open Reaction Database (ORD), a public repository of structured organic reaction records. describe an organic reaction: reactants, conditions, products, and yield The reactants are CCc1nc2cnc3ccccc3c2n1CC(C)(C)O, C=CS(C)(=O)=O, [H-], [Na+], C1CCOC1, O. The product is CCc1nc2cnc3ccccc3c2n1CC(C)(C)OCCS(C)(=O)=O. Reaction SMILES: [CH2:3]([CH3:4])[c:5]1[n:6]([CH2:18][C:19]([CH3:20])([OH:21])[CH3:22])[c:7]2[c:8]([cH:9][n:10][c:11]3[cH:12][cH:13][cH:14][cH:15][c:16]23)[n:17]1.[CH:23](=[CH2:24])[S:25](=[O:26])(=[O:27])[CH3:28].[H-:1].[Na+:2].[O:30]1[CH2:31][CH2:32][CH2:33][CH2:34]1.[OH2:29]>>[CH2:3]([CH3:4])[c:5]1[n:6]([CH2:18][C:19]([CH3:20])([O:21][CH2:24][CH2:23][S:25](=[O:26])(=[O:27])[CH3:28])[CH3:22])[c:7]2[c:8]([cH:9][n:10][c:11]3[cH:12][cH:13][cH:14][cH:15][c:16]23)[n:17]1. The reactants are BrC=1C=C(C(=NC1)N)N (5-bromo-2,3-diaminopyridine), OC1=CC(=C(C=O)C=C1)OC (4-hydroxy-2-methoxybenzaldehyde). The product is BrC=1C=C2C(=NC1)NC(=N2)C2=C(C=C(C=C2)O)OC (4-(6-Bromo-3H-imidazo[4,5-b]pyridin-2-yl)-3-methoxyphenol). As a reaction SMILES: [Br:1][C:2]1[CH:3]=[C:4]([NH2:9])[C:5]([NH2:8])=[N:6][CH:7]=1.[OH:10][C:11]1[CH:18]=[CH:17][C:14]([CH:15]=O)=[C:13]([O:19][CH3:20])[CH:12]=1>>[Br:1][C:2]1[CH:3]=[C:4]2[N:9]=[C:15]([C:14]3[CH:17]=[CH:18][C:11]([OH:10])=[CH:12][C:13]=3[O:19][CH3:20])[NH:8][C:5]2=[N:6][CH:7]=1. Procedure details: The title compound was prepared from 5-bromo-2,3-diaminopyridine and 4-hydroxy-2-methoxybenzaldehyde.